This data is from the Open Reaction Database (ORD), a public repository of structured organic reaction records. The task is: describe an organic reaction: reactants, conditions, products, and yield Reactants: C1(=CC=CC=C1)CCC(C(=O)OCC)C(=O)C (ethyl 2-(2-phenylethyl)acetoacetate), C(C1=CC=CC=C1)(=O)C1=CC=CC=C1 (benzophenone), [H-].[Na+] (sodium hydride), C(CCC)[Li] (n-butyllithium). Solvent: C1CCOC1 (THF), O (Water), C1CCOC1 (THF), C1CCOC1 (THF). Conditions: temperature 0 celsius. Yields the product OC1=C(C(OC(C1)(C1=CC=CC=C1)C1=CC=CC=C1)=O)CCC1=CC=CC=C1 (5,6-Dihydro-4-hydroxy-6,6-diphenyl-3-(2-phenylethyl)-2H-pyran-2-one). Reaction SMILES: [H-].[Na+].[C:3]1([CH2:9][CH2:10][CH:11]([C:17]([CH3:19])=[O:18])[C:12](OCC)=[O:13])[CH:8]=[CH:7][CH:6]=[CH:5][CH:4]=1.C([Li])CCC.[C:25]([C:33]1[CH:38]=[CH:37][CH:36]=[CH:35][CH:34]=1)(=[O:32])[C:26]1[CH:31]=[CH:30][CH:29]=[CH:28][CH:27]=1>C1COCC1.O>[OH:18][C:17]1[CH2:19][C:25]([C:33]2[CH:38]=[CH:37][CH:36]=[CH:35][CH:34]=2)([C:26]2[CH:31]=[CH:30][CH:29]=[CH:28][CH:27]=2)[O:32][C:12](=[O:13])[C:11]=1[CH2:10][CH2:9][C:3]1[CH:4]=[CH:5][CH:6]=[CH:7][CH:8]=1 |f:0.1|. Procedure details: Alternatively, the title compound could be prepared as follows. A suspension of 0.25 g (6.2 mmol) of sodium hydride in 5 mL of dry THF was cooled to 0° C. under nitrogen and treated with a solution of 1.40 g (6.0 mmol) of ethyl 2-(2-phenylethyl)acetoacetate in THF (2 mL). The solution was stirred at 0° C. for ten minutes, treated with 4.3 mL of 1.4M n-butyllithium, and stirred for another fifteen minutes. A solution of 0.55 g (3.0 mmol) of benzophenone in THF (3 mL) was added all at once, and th...